The task is: describe an organic reaction: reactants, conditions, products, and yield. This data is from the Open Reaction Database (ORD), a public repository of structured organic reaction records. The reactants are CO, C[O-], Cc1cc(-c2ccccc2)nnc1Cl, [Na+], O. The product is COc1nnc(-c2ccccc2)cc1C. RXN SMILES: [CH3:19][OH:20].[CH3:1][O-:2].[Cl:4][c:5]1[n:6][n:7][c:8](-[c:12]2[cH:13][cH:14][cH:15][cH:16][cH:17]2)[cH:9][c:10]1[CH3:11].[Na+:3].[OH2:18]>>[CH3:1][O:2][c:5]1[n:6][n:7][c:8](-[c:12]2[cH:13][cH:14][cH:15][cH:16][cH:17]2)[cH:9][c:10]1[CH3:11]. The reactants are Cc1ncc(CBr)o1, CN(C)C=O, COc1ccc(N)c([N+](=O)[O-])c1, [Na+], [Na+], O=C([O-])[O-]. Product: COc1ccc(NCc2cnc(C)o2)c([N+](=O)[O-])c1. Reaction SMILES: [Br:19][CH2:20][c:21]1[cH:22][n:23][c:24]([CH3:26])[o:25]1.[CH3:27][N:28]([CH3:29])[CH:30]=[O:31].[NH2:1][c:2]1[c:3]([N+:10](=[O:11])[O-:12])[cH:4][c:5]([O:8][CH3:9])[cH:6][cH:7]1.[Na+:13].[Na+:14].[O-:15][C:16](=[O:17])[O-:18]>>[NH:1]([c:2]1[c:3]([N+:10](=[O:11])[O-:12])[cH:4][c:5]([O:8][CH3:9])[cH:6][cH:7]1)[CH2:20][c:21]1[cH:22][n:23][c:24]([CH3:26])[o:25]1. The reactants are CCCSC(=N)c1ccccc1, CC#N, Cl, Cc1cc(N)no1. Yields the product Cc1cc(NC(=N)c2ccccc2)no1. As a reaction SMILES: [C:9]([c:10]1[cH:11][cH:12][cH:13][cH:14][cH:15]1)([S:16][CH2:17][CH2:18][CH3:19])=[NH:20].[CH3:21][C:22]#[N:23].[ClH:8].[NH2:1][c:2]1[n:3][o:4][c:5]([CH3:7])[cH:6]1>>[NH:1]([c:2]1[n:3][o:4][c:5]([CH3:7])[cH:6]1)[C:9]([c:10]1[cH:11][cH:12][cH:13][cH:14][cH:15]1)=[NH:20]. Starting materials: C=CC(=O)OC, CC(=O)[O-], C1COCCN1, C1CCCCC1, CC(=O)O, CCCCCCC=O, [Na+], O, O, O, O. The product is CCCCCC(C=O)CCC(=O)OC. Reaction SMILES: [C:15]([CH:16]=[CH2:17])(=[O:18])[O:19][CH3:20].[C:24]([O-:25])(=[O:26])[CH3:27].[CH2:1]1[NH:2][CH2:3][CH2:4][O:5][CH2:6]1.[CH2:34]1[CH2:35][CH2:36][CH2:37][CH2:38][CH2:39]1.[CH3:30][C:31](=[O:32])[OH:33].[CH:7]([CH2:8][CH2:9][CH2:10][CH2:11][CH2:12][CH3:13])=[O:14].[Na+:28].[OH2:21].[OH2:22].[OH2:23].[OH2:29]>>[CH:7]([CH:8]([CH2:9][CH2:10][CH2:11][CH2:12][CH3:13])[CH2:17][CH2:16][C:15](=[O:18])[O:19][CH3:20])=[O:14]. The reactants are FC1=C(C=CC=C1)N1N=NC(C1N1CCCCC1)C (1-(1-(2-fluorophenyl)-4-methyl-4,5-dihydro-1H-1,2,3-triazol-5-yl)piperidine), FC1=CC=C(C=C1)N1N=NC(C1N1CCCCC1)C (1-[3-(4-fluoro-phenyl)-5-methyl-4,5-dihydro-3H-[1,2,3]triazol-4-yl]-piperidine). The product is FC1=C(C=CC=C1)N1N=NC(=C1)C (1-(2-Fluorophenyl)-4-methyl-1H-1,2,3-triazole). The yield is 65.4%. RXN SMILES: [F:1][C:2]1[CH:7]=[CH:6][CH:5]=[CH:4][C:3]=1[N:8]1[CH:12](N2CCCCC2)[CH:11]([CH3:19])[N:10]=[N:9]1.FC1C=CC(N2C(N3CCCCC3)C(C)N=N2)=CC=1>>[F:1][C:2]1[CH:7]=[CH:6][CH:5]=[CH:4][C:3]=1[N:8]1[CH:12]=[C:11]([CH3:19])[N:10]=[N:9]1. Procedure details: As described for example 60c, 1-(1-(2-fluorophenyl)-4-methyl-4,5-dihydro-1H-1,2,3-triazol-5-yl)piperidine (1.32 g, 5.32 mmol), instead of 1-[3-(4-fluoro-phenyl)-5-methyl-4,5-dihydro-3H-[1,2,3]triazol-4-yl]-piperidine, was converted to the title compound (616 mg, 65%) which was obtained as a colourless liquid. MS: m/e=178.1 [M+H]+. Reactants: CCOC(=O)C1CCC(Nc2nccc(-n3ccc4c(Br)cccc43)n2)CC1, C1CCOC1, CCO, [Li+], [OH-], O, O, O=C(O)CC(O)(CC(=O)O)C(=O)O. The product is O=C(O)C1CCC(Nc2nccc(-n3ccc4c(Br)cccc43)n2)CC1. RXN SMILES: [CH2:1]([CH3:2])[O:3][C:4](=[O:5])[CH:6]1[CH2:7][CH2:8][CH:9]([NH:12][c:13]2[n:14][cH:15][cH:16][c:17](-[n:19]3[cH:20][cH:21][c:22]4[c:23]([Br:28])[cH:24][cH:25][cH:26][c:27]34)[n:18]2)[CH2:10][CH2:11]1.[CH2:45]1[O:46][CH2:47][CH2:48][CH2:49]1.[CH3:50][CH2:51][OH:52].[Li+:30].[OH-:29].[OH2:31].[OH2:53].[OH:32][C:33]([CH2:34][C:35]([C:36](=[O:37])[OH:38])([CH2:39][C:40](=[O:41])[OH:42])[OH:43])=[O:44]>>[O:3]=[C:4]([OH:5])[CH:6]1[CH2:7][CH2:8][CH:9]([NH:12][c:13]2[n:14][cH:15][cH:16][c:17](-[n:19]3[cH:20][cH:21][c:22]4[c:23]([Br:28])[cH:24][cH:25][cH:26][c:27]34)[n:18]2)[CH2:10][CH2:11]1.